This data is from the Open Reaction Database (ORD), a public repository of structured organic reaction records. The task is: describe an organic reaction: reactants, conditions, products, and yield Starting materials: CCO, CN(C)C=O, ClCCl, [Na+], N#C[Na], [OH-], O, OCc1cccc2c1OCCO2, O=S(Cl)Cl. The product is O=C(O)Cc1cccc2c1OCCO2. Reaction SMILES: [CH3:22][CH2:23][OH:24].[CH3:29][N:30]([CH3:31])[CH:32]=[O:33].[Cl:25][CH2:26][Cl:27].[Na+:21].[Na:17][C:18]#[N:19].[OH-:20].[OH2:28].[OH:1][CH2:2][c:3]1[cH:4][cH:5][cH:6][c:7]2[c:12]1[O:11][CH2:10][CH2:9][O:8]2.[S:13]([Cl:14])([Cl:15])=[O:16]>>[CH2:2]([c:3]1[cH:4][cH:5][cH:6][c:7]2[c:12]1[O:11][CH2:10][CH2:9][O:8]2)[C:23](=[O:20])[OH:24]. The reactants are CN(C=CC(=O)C=1C=NC=CC1)C (3-dimethylamino-1-(3-pyridyl)-2-propen-1-one), Cl.NC=1N=CNC1C(=O)N (4-amino-5-imidazolecarboxamide hydrochloride), C(C)(C)O (isopropyl alcohol). Run in C(C)(=O)O (acetic acid). Conditions: time 16 hour. Product: N1=CC(=CC=C1)C1=CC=NC=2N1C=NC2C(=O)N (4-(3-Pyridinyl)imidazo[1,5-a]pyrimidine-8-carboxamide). The yield is 53.9%. As a reaction SMILES: C[N:2]([CH3:13])[CH:3]=[CH:4][C:5]([C:7]1[CH:8]=[N:9][CH:10]=[CH:11][CH:12]=1)=O.Cl.NC1[N:17]=[CH:18][NH:19][C:20]=1[C:21]([NH2:23])=[O:22].C(O)(C)C>C(O)(=O)C>[N:9]1[CH:10]=[CH:11][CH:12]=[C:7]([C:5]2[N:17]3[CH:18]=[N:19][C:20]([C:21]([NH2:23])=[O:22])=[C:13]3[N:2]=[CH:3][CH:4]=2)[CH:8]=1 |f:1.2|. Reported procedure: A stirred mixture of 17.7 g of 3-dimethylamino-1-(3-pyridyl)-2-propen-1-one (U.S. Pat. No. 4,281,000, Ex. 1) and 12.6 g of 4-amino-5-imidazolecarboxamide hydrochloride in 100 ml of glacial acetic acid was heated on a steam bath for 4 hours. The reaction mixture was then allowed to stand at room temperature for 16 hours. The mixture was evaporated to dryness in vacuo and the residual solid was partitioned between dichloromethane and saturated sodium bicarbonate. The two layers were separated, the... The reactants are ClC1=NC=NC2=CC=C(C=C12)N(C)C (4-chloro-6-dimethylaminoquinazoline), NC=1C=C2C=NNC2=CC1 (5-amino-1H-indazole). Yields the product Cl.CN(C=1C=C2C(=NC=NC2=CC1)NC=1C=C2C=NNC2=CC1)C (6-dimethylamino-4-(1H-indazol-5-ylamino)quinazoline hydrochloride). Isolated yield 92.0%. As a reaction SMILES: [Cl:1][C:2]1[C:11]2[C:6](=[CH:7][CH:8]=[C:9]([N:12]([CH3:14])[CH3:13])[CH:10]=2)[N:5]=[CH:4][N:3]=1.[NH2:15][C:16]1[CH:17]=[C:18]2[C:22](=[CH:23][CH:24]=1)[NH:21][N:20]=[CH:19]2>>[ClH:1].[CH3:13][N:12]([CH3:14])[C:9]1[CH:10]=[C:11]2[C:6](=[CH:7][CH:8]=1)[N:5]=[CH:4][N:3]=[C:2]2[NH:15][C:16]1[CH:17]=[C:18]2[C:22](=[CH:23][CH:24]=1)[NH:21][N:20]=[CH:19]2 |f:2.3|. Reported procedure: Using an analogous procedure to that described in Example 5, 4-chloro-6-dimethylaminoquinazoline was reacted with 5-amino-1H-indazole to give 6-dimethylamino-4-(1H-indazol-5-ylamino)quinazoline hydrochloride in 92% yield, m.p. >300° C.; Reactants: COC(=O)c1ccc2cc(OCC(O)CO)ccc2c1, COC(C)(C)OC, CN(C)C=O, Cc1ccc(S(=O)(=O)[O-])cc1, c1cc[nH+]cc1. Product: COC(=O)c1ccc2cc(OCC3COC(C)(C)O3)ccc2c1. As a reaction SMILES: [CH3:1][O:2][C:3](=[O:4])[c:5]1[cH:6][c:7]2[cH:8][cH:9][c:10]([O:15][CH2:16][CH:17]([CH2:18][OH:19])[OH:20])[cH:11][c:12]2[cH:13][cH:14]1.[CH3:21][O:22][C:23]([CH3:24])([CH3:25])[O:26][CH3:27].[O:45]=[CH:46][N:47]([CH3:48])[CH3:49].[c:28]1([CH3:29])[cH:30][cH:31][c:32]([S:33]([O-:34])(=[O:35])=[O:36])[cH:37][cH:38]1.[nH+:39]1[cH:40][cH:41][cH:42][cH:43][cH:44]1>>[CH3:1][O:2][C:3](=[O:4])[c:5]1[cH:6][c:7]2[cH:8][cH:9][c:10]([O:15][CH2:16][CH:17]3[CH2:18][O:19][C:23]([CH3:24])([CH3:25])[O:20]3)[cH:11][c:12]2[cH:13][cH:14]1. Starting materials: CCOC(C)=O, [O-][Cl+3]([O-])([O-])[O-], Clc1c[nH]c(C=[N+]2CCCC2)c1, O=[Pt]. The product is [O-][Cl+3]([O-])([O-])O, Clc1c[nH]c(CN2CCCC2)c1. RXN SMILES: [CH3:18][CH2:19][O:20][C:21](=[O:22])[CH3:23].[Cl+3:1]([O-:2])([O-:3])([O-:4])[O-:5].[Cl:6][c:7]1[cH:8][c:9]([CH:12]=[N+:13]2[CH2:14][CH2:15][CH2:16][CH2:17]2)[nH:10][cH:11]1.[Pt:24]=[O:25]>>[Cl+3:1]([O-:2])([O-:3])([O-:4])[OH:5].[Cl:6][c:7]1[cH:8][c:9]([CH2:12][N:13]2[CH2:14][CH2:15][CH2:16][CH2:17]2)[nH:10][cH:11]1. Starting materials: C(C)(=O)[O-].O[NH3+] (hydroxylammonium acetate), product, C(=O)(O)[C@@H](CN1C(N(C(C1=O)(C)C)C)=O)[C@H](C(=O)N1CCCCC1)CC1CCCC1 (1-[2(R)-[1(R)-carboxy-2-(3,4,4,-trimethyl-2,5-dioxo-1-imidazolidinyl)-ethyl]-3-cyclopentylpropionyl]piperidine), ON1C(C=CC=C1)=O (N-hydroxy-pyridone), O1CCN(CC1)CC[N+]#[C-] (morpholinoethylisocyanide). Run in C(Cl)Cl (CH2Cl2), C(C)N(CC)CC (triethylamine), C(Cl)Cl (CH2Cl2). Run at time 15 minute. Product: C1(CCCC1)C[C@@H](C(=O)N1CCCCC1)[C@H](CN1C(N(C(C1=O)(C)C)C)=O)C(NO)=O (1-[3-cyclopentyl-2(R)-[1(R)-(hydroxycarbamoyl)-2-(3,4,4-trimethyl-2,5-dioxo-1-imidazolidinyl)ethyl]propionyl]piperidine). Yield: 82.4%. RXN SMILES: [C:1]([C@H:4]([C@@H:16]([CH2:25][CH:26]1[CH2:30][CH2:29][CH2:28][CH2:27]1)[C:17]([N:19]1[CH2:24][CH2:23][CH2:22][CH2:21][CH2:20]1)=[O:18])[CH2:5][N:6]1[C:10](=[O:11])[C:9]([CH3:13])([CH3:12])[N:8]([CH3:14])[C:7]1=[O:15])([OH:3])=O.[OH:31][N:32]1C=CC=CC1=O.O1CCN(CC[N+]#[C-])CC1.C([O-])(=O)C.O[NH3+]>C(Cl)Cl.C(N(CC)CC)C>[CH:26]1([CH2:25][C@H:16]([C@@H:4]([C:1](=[O:3])[NH:32][OH:31])[CH2:5][N:6]2[C:10](=[O:11])[C:9]([CH3:13])([CH3:12])[N:8]([CH3:14])[C:7]2=[O:15])[C:17]([N:19]2[CH2:24][CH2:23][CH2:22][CH2:21][CH2:20]2)=[O:18])[CH2:30][CH2:29][CH2:28][CH2:27]1 |f:3.4|. Reported procedure: 30 g 1-[2(R)-[1(R)-carboxy-2-(3,4,4,-trimethyl-2,5-dioxo-1-imidazolidinyl)-ethyl]-3-cyclopentylpropionyl]piperidine and 8.71 g N-hydroxy-pyridone were dissolved in 120 ml CH2Cl2 in a 250 ml round bottom flask. The mixture was treated at r.t. with 10.73 g morpholinoethylisocyanide. After 10-20 min the mixture turned clear and stirring was continued at r.t. overnight. The solution was slowly added to a stirred suspension of 9.94 g hydroxylammonium acetate and 7.2 g triethylamine in 180 ml CH2Cl2 a... Reactants: CN1CCCC1=O, CS(=O)(=O)OCC1CCc2ccc(S(=O)(=O)c3cccc(F)c3)cc2O1, [N-]=[N+]=[N-], [Na+]. Yields the product [N-]=[N+]=NCC1CCc2ccc(S(=O)(=O)c3cccc(F)c3)cc2O1. As a reaction SMILES: [CH3:31][N:32]1[CH2:33][CH2:34][CH2:35][C:36]1=[O:37].[F:1][c:2]1[cH:3][c:4]([S:8](=[O:9])(=[O:10])[c:11]2[cH:12][cH:13][c:14]3[c:19]([cH:20]2)[O:18][CH:17]([CH2:21][O:22][S:23]([CH3:24])(=[O:25])=[O:26])[CH2:16][CH2:15]3)[cH:5][cH:6][cH:7]1.[N-:28]=[N+:29]=[N-:30].[Na+:27]>>[F:1][c:2]1[cH:3][c:4]([S:8](=[O:9])(=[O:10])[c:11]2[cH:12][cH:13][c:14]3[c:19]([cH:20]2)[O:18][CH:17]([CH2:21][N:28]=[N+:29]=[N-:30])[CH2:16][CH2:15]3)[cH:5][cH:6][cH:7]1.